From a dataset of the Open Reaction Database (ORD), a public repository of structured organic reaction records. describe an organic reaction: reactants, conditions, products, and yield The product is BrC=1C=NC(=NC1)N(C(C)=O)C (N-(5-bromo-pyrimidin-2-yl)-N-methyl-acetamide). Procedure details: To a solution of 5-bromo-2-chloroprimidine (2.00 g, 10.34 mmol) in THF was added 60% NaH (0.34 g, 14.00 mmol) in mineral oil. After 20 minutes, N-methylacetamide (0.80 g, 11.00 mmol) was added dropwise. After 2 hours, the reaction was diluted with water and extracted with ethyl acetate. The combined organic layers were washed with brine, dried over sodium sulfate and concentrated in vacuo. The residue was purified by silica gel chromatography eluting with 30% ethyl acetate in heptane. The major ... The solvent is O (water), C1CCOC1 (THF). The reactants are BrC=1C=NC(=NC1)Cl (5-bromo-2-chloroprimidine), [H-].[Na+] (NaH), CNC(C)=O (N-methylacetamide). Run at time 20 minute. RXN SMILES: [Br:1][C:2]1[CH:3]=[N:4][C:5](Cl)=[N:6][CH:7]=1.[H-].[Na+].[CH3:11][NH:12][C:13](=[O:15])[CH3:14]>C1COCC1.O>[Br:1][C:2]1[CH:3]=[N:4][C:5]([N:12]([CH3:11])[C:13](=[O:15])[CH3:14])=[N:6][CH:7]=1 |f:1.2|. Starting materials: CCn1nc2c(N)nc3cc(OC)ccc3c2c1CCc1ccccc1, [Cl-], O, c1cc[nH+]cc1. The product is CCn1nc2c(N)nc3cc(O)ccc3c2c1CCc1ccccc1, Cl. As a reaction SMILES: [CH2:1]([CH3:2])[n:3]1[n:4][c:5]2[c:6]([NH2:26])[n:7][c:8]3[cH:9][c:10]([O:24][CH3:25])[cH:11][cH:12][c:13]3[c:14]2[c:15]1[CH2:16][CH2:17][c:18]1[cH:19][cH:20][cH:21][cH:22][cH:23]1.[Cl-:27].[OH2:34].[nH+:28]1[cH:29][cH:30][cH:31][cH:32][cH:33]1>>[CH2:1]([CH3:2])[n:3]1[n:4][c:5]2[c:6]([NH2:26])[n:7][c:8]3[cH:9][c:10]([OH:24])[cH:11][cH:12][c:13]3[c:14]2[c:15]1[CH2:16][CH2:17][c:18]1[cH:19][cH:20][cH:21][cH:22][cH:23]1.[ClH:27]. Starting materials: C(C1=CC=CC=C1)N1C(N2[C@@H](SC[C@H]2C1O)C1=CC=CC=C1)=O (6-benzyl-7-hydroxy-3-phenyl-(3S, 7aR)-perhydroimidazo[1,5-C][1,3]thiazol-5-one), ( 6 ), C[Si](OC1=C(CCCC1)O[Si](C)(C)C)(C)C (1,2-bistrimethylsilyloxy cyclohexene), B(F)(F)F.CCOCC (BF3.Et2O). Run in ClCCl (dichloromethane), CCOCC (ether). Reaction conditions: temperature 0 celsius. The product is C(C1=CC=CC=C1)N1C(N2[C@@H](SC[C@H]2[C@@H]1C1(C(CCCC1)=O)O[Si](C)(C)C)C1=CC=CC=C1)=O (6-benzyl-7-(1-trimethylsilyloxy-2-oxocyclohexyl)-3-phenyl-(3S, 7R, 7aR)-perhydroimidazo[1,5-C][1,3]thiazole-5-one), ( 7e ). Yield: 76.0%. Reaction SMILES: [CH2:1]([N:8]1[CH:15](O)[C@H:14]2[N:10]([C@H:11]([C:17]3[CH:22]=[CH:21][CH:20]=[CH:19][CH:18]=3)[S:12][CH2:13]2)[C:9]1=[O:23])[C:2]1[CH:7]=[CH:6][CH:5]=[CH:4][CH:3]=1.[CH3:24][Si:25]([CH3:39])([CH3:38])[O:26][C:27]1[CH2:32][CH2:31][CH2:30][CH2:29][C:28]=1[O:33][Si](C)(C)C.B(F)(F)F.CCOCC>ClCCl.CCOCC>[CH2:1]([N:8]1[C@@H:15]([C:27]2([O:26][Si:25]([CH3:39])([CH3:38])[CH3:24])[CH2:32][CH2:31][CH2:30][CH2:29][C:28]2=[O:33])[C@H:14]2[N:10]([C@H:11]([C:17]3[CH:18]=[CH:19][CH:20]=[CH:21][CH:22]=3)[S:12][CH2:13]2)[C:9]1=[O:23])[C:2]1[CH:7]=[CH:6][CH:5]=[CH:4][CH:3]=1 |f:2.3|. Procedure: To a solution of compound 6-benzyl-7-hydroxy-3-phenyl-(3S, 7aR)-perhydroimidazo[1,5-C][1,3]thiazol-5-one of formula (6) (0.326 parts, 1 mmol) in dichloromethane (10 parts) was added 1,2-bistrimethylsilyloxy cyclohexene (0.516 parts, 2 mmol). Then the solution was cooled to 0° C. and Lewis acid for example BF3.Et2O (0.142 parts, 1 mmol) was added drop wise. The reaction mixture was stirred at 0° C. for 10 mints. and the reaction mixture was quenched with saturated ammonium chloride (10 parts). Th... Starting materials: ClC1=CC=C(C=C1)N1N=C(C=C1C1=CC(=CC=C1)C(F)(F)F)C(=O)O (1-(4-Chlorophenyl)-5-[3-(trifluoromethyl)phenyl]-1H-pyrazole-3-carboxylic acid), ClC=1C=C(C=CC1F)N1N=C(C=C1C1=CC(=CC(=C1)F)Cl)C(=O)N1CNC(C1)=O (1-{[1-(3-Chloro-4-fluorophenyl)-5-(3-chloro-5-fluorophenyl)-1H-pyrazol-3-yl]carbonyl}imidazolidin-4-one). Yields the product ClC1=CC=C(C=C1)N1N=C(C=C1C1=CC(=CC=C1)C(F)(F)F)C(=O)N1CNC(C1)=O (1-({1-(4-Chlorophenyl)-5-[3-(trifluoromethyl)phenyl]-1H-pyrazol-3-yl}carbonyl)imidazolidin-4-one). As a reaction SMILES: [Cl:1][C:2]1[CH:7]=[CH:6][C:5]([N:8]2[C:12]([C:13]3[CH:18]=[CH:17][CH:16]=[C:15]([C:19]([F:22])([F:21])[F:20])[CH:14]=3)=[CH:11][C:10]([C:23]([OH:25])=O)=[N:9]2)=[CH:4][CH:3]=1.ClC1C=C(N2C(C3C=C(F)C=C(Cl)C=3)=CC(C([N:49]3[CH2:53][C:52](=[O:54])[NH:51][CH2:50]3)=O)=N2)C=CC=1F>>[Cl:1][C:2]1[CH:3]=[CH:4][C:5]([N:8]2[C:12]([C:13]3[CH:18]=[CH:17][CH:16]=[C:15]([C:19]([F:21])([F:20])[F:22])[CH:14]=3)=[CH:11][C:10]([C:23]([N:49]3[CH2:53][C:52](=[O:54])[NH:51][CH2:50]3)=[O:25])=[N:9]2)=[CH:6][CH:7]=1. Procedure: The preparation of the title compound takes place starting from the compound of Example 104A in analogy to the synthesis of the compound of Example 1. 34 mg (92% of theory) of the title compound are obtained. Reactants: C(CCC)[Li] (n-butyllithium), C(C1=CC=CC=C1)Cl (benzyl chloride), C(C)(C)NC(C)C (diisopropylamine), C1(CC1)C#N (cyclopropanecarbonitrile). Solvent: CCCCCC (hexane), O (water), O1CCCC1 (tetrahydrofuran). Conditions: temperature -70 celsius, time 2 hour. Yields the product C1(=CC=CC=C1)CC1(CC1)C#N (1-(Phenylmethyl)cyclopropanecarbonitrile). The yield is 53.4%. RXN SMILES: C(NC(C)C)(C)C.C([Li])CCC.[CH:13]1([C:16]#[N:17])[CH2:15][CH2:14]1.[CH2:18](Cl)[C:19]1[CH:24]=[CH:23][CH:22]=[CH:21][CH:20]=1>O.CCCCCC.O1CCCC1>[C:19]1([CH2:18][C:13]2([C:16]#[N:17])[CH2:15][CH2:14]2)[CH:24]=[CH:23][CH:22]=[CH:21][CH:20]=1. Procedure details: To a mixture under nitrogen of 26.3 g (260 mmoles) of diisopropylamine and 300 ml of tetrahydrofuran cooled to -75° C., there is added dropwise 125 ml (200 mmoles) of n-butyllithium in a 1.6M hexane solution, then 13.4 g (200 mmoles) of commercial cyclopropanecarbonitrile and finally 25.3 g (200 mmoles) of benzyl chloride. The reaction mixture is stirred 2 hours at -70° C. then 2 days at 20° C. 4 ml of water is added, before washing the reaction mixture with water saturated with NaCl. The organi... Reactants: NC1=C(C(=NN1C)C(F)(F)F)C(=O)OCC (ethyl 5-amino-1-methyl-3-trifluoromethylpyrazole-4-carboxylate), [OH-].[Na+] (sodium hydroxide). Solvent: O (water). Conditions: temperature 60 celsius, time 10 hour. The product is NC1=C(C(=NN1C)C(F)(F)F)C(=O)O (5-amino-1-methyl-3-trifluoromethylpyrazole-4-carboxylic acid). Yield: 85.1%. Reaction SMILES: [NH2:1][C:2]1[N:6]([CH3:7])[N:5]=[C:4]([C:8]([F:11])([F:10])[F:9])[C:3]=1[C:12]([O:14]CC)=[O:13].[OH-].[Na+]>O>[NH2:1][C:2]1[N:6]([CH3:7])[N:5]=[C:4]([C:8]([F:11])([F:10])[F:9])[C:3]=1[C:12]([OH:14])=[O:13] |f:1.2|. Reported procedure: To 10 ml of water, 2.37 g (10 mmol) of ethyl 5-amino-1-methyl-3-trifluoromethylpyrazole-4-carboxylate and 0.44 g (11 mmol) of sodium hydroxide were added and stirred at 60° C. for 10 hours. After cooling to room temperature, the reaction mixture was washed with toluene. The resulting aqueous solution was made pH 1 by adding concentrated hydrochloric acid. Precipitate was filtered and dried to obtain 1.78 g of desired 5-amino-1-methyl-3-trifluoromethylpyrazole-4-carboxylic acid as white solid. Th... Reactants: CS(=O)(=O)Cl (methanesulfonyl chloride), CN(C=O)C (dimethylformamide), NC1=C(C(=NS1)OCCC)C#N (5-amino-4-cyano-3-propoxyisothiazole). Run at time 16 hour. Yields the product C(#N)C=1C(=NSC1N=CN(C)C)OCCC (N'-(4-cyano-3-propoxy-5-isothiazolyl)-N,N-dimethylformamidine). As a reaction SMILES: CS(Cl)(=O)=O.[NH2:6][C:7]1[S:11][N:10]=[C:9]([O:12][CH2:13][CH2:14][CH3:15])[C:8]=1[C:16]#[N:17].[CH3:18][N:19]([CH3:22])[CH:20]=O>>[C:16]([C:8]1[C:9]([O:12][CH2:13][CH2:14][CH3:15])=[N:10][S:11][C:7]=1[N:6]=[CH:18][N:19]([CH3:22])[CH3:20])#[N:17]. Reported procedure: A mixture of 13.7 g of methanesulfonyl chloride in 25 ml of dimethylformamide was stirred at room temperature for about 16 hours. Into the mixture was stirred 11 g of 5-amino-4-cyano-3-propoxyisothiazole which addition caused an exothermic reaction. The mixture was concentrated under reduced pressure and the residue was recrystallized from ethanol to give 2.7 g of crystalline N'-(4-cyano-3-propoxy-5-isothiazolyl)-N,N-dimethylformamidine, m.p. 117°-118°. The nmr spectrum was consistent with the a... Reactants: FC1=C(C(=CC=C1)F)N1C(C=CC2=C1N=C(N=C2C=2C=C(C(=O)O)C=CC2C)SC)=O (3-[8-(2,6-difluorophenyl)-2-(methylthio)-7-oxo-7,8-dihydropyrido[2,3-d]pyrimidin-4-yl]-4-methylbenzoic acid), N1CCC(CC1)N (4-piperidinamine), C1(CC1)CN ((cyclopropylmethyl)amine), amide. Yields the product NC1CCN(CC1)C=1N=C(C2=C(N1)N(C(C=C2)=O)C2=C(C=CC=C2F)F)C=2C=C(C(=O)NCC1CC1)C=CC2C (3-[2-(4-amino-1-piperidinyl)-8-(2,6-difluorophenyl)-7-oxo-7,8-dihydropyrido[2,3-d]pyrimidin-4-yl]-N-(cyclopropylmethyl)-4-methylbenzamide). As a reaction SMILES: [F:1][C:2]1[CH:7]=[CH:6][CH:5]=[C:4]([F:8])[C:3]=1[N:9]1[C:14]2[N:15]=[C:16](SC)[N:17]=[C:18]([C:19]3[CH:20]=[C:21]([CH:25]=[CH:26][C:27]=3[CH3:28])[C:22]([OH:24])=O)[C:13]=2[CH:12]=[CH:11][C:10]1=[O:31].[CH:32]1([CH2:35][NH2:36])[CH2:34][CH2:33]1.[NH:37]1[CH2:42][CH2:41][CH:40]([NH2:43])[CH2:39][CH2:38]1>>[NH2:43][CH:40]1[CH2:41][CH2:42][N:37]([C:16]2[N:17]=[C:18]([C:19]3[CH:20]=[C:21]([CH:25]=[CH:26][C:27]=3[CH3:28])[C:22]([NH:36][CH2:35][CH:32]3[CH2:34][CH2:33]3)=[O:24])[C:13]3[CH:12]=[CH:11][C:10](=[O:31])[N:9]([C:3]4[C:2]([F:1])=[CH:7][CH:6]=[CH:5][C:4]=4[F:8])[C:14]=3[N:15]=2)[CH2:38][CH2:39]1. Procedure details: The title compound is prepared from 3-[8-(2,6-difluorophenyl)-2-(methylthio)-7-oxo-7,8-dihydropyrido[2,3-d]pyrimidin-4-yl]-4-methylbenzoic acid by following the procedures in Example 19 using (cyclopropylmethyl)amine for the amide formation and 4-piperidinamine for the displacement reaction: LC-MS m/z 545 (M+H)+, 1.63 min (ret time).